Dataset: the Open Reaction Database (ORD), a public repository of structured organic reaction records. Task: describe an organic reaction: reactants, conditions, products, and yield Starting materials: [Cl-].[Na+] (sodium chloride), C(C1=CC=CC=C1)OC(=O)NC1C(NC1)=O (3-benzyloxycarbonylamino-2-azetidinone), ClC1=C(C=CC=C1)P(OCC)([O-])=O (Ethyl chlorophenylphosphonate), C(C)(CC)[Li] (sec-butyl lithium). Run in O1CCCC1 (tetrahydrofuran). Reaction conditions: time 5 minute. Yields the product C(C)OP(=O)(N1C([C@H](C1)NC(OCC1=CC=CC=C1)=O)=O)C1=CC=CC=C1 ((S)-[1-(Ethoxyphenylphosphinyl)-2-oxo-3-azetidinyl]carbamic acid, phenylmethyl ester). Yield: 59.3%. Reaction SMILES: [CH2:1]([O:8][C:9]([NH:11][CH:12]1[CH2:15][NH:14][C:13]1=[O:16])=[O:10])[C:2]1[CH:7]=[CH:6][CH:5]=[CH:4][CH:3]=1.C([Li])(CC)C.Cl[C:23]1[CH:28]=[CH:27][CH:26]=[CH:25][C:24]=1[P:29](=O)([O-:33])[O:30][CH2:31][CH3:32].[Cl-].[Na+]>O1CCCC1>[CH2:31]([O:30][P:29]([C:24]1[CH:25]=[CH:26][CH:27]=[CH:28][CH:23]=1)([N:14]1[CH2:15][C@H:12]([NH:11][C:9](=[O:10])[O:8][CH2:1][C:2]2[CH:3]=[CH:4][CH:5]=[CH:6][CH:7]=2)[C:13]1=[O:16])=[O:33])[CH3:32] |f:3.4|. Procedure details: To a solution of 3-benzyloxycarbonylamino-2-azetidinone (5.0 g) in dry tetrahydrofuran (125 ml), cooled to -78° C., was added sec-butyl lithium (18.5 ml) and the mixture was stirred for 5 minutes. Ethyl chlorophenylphosphonate (4.71 g) was added and the mixture was stirred for 1 hour at -78° C. followed by the addition of 125 ml of saturated sodium chloride solution. The mixture was then extracted twice with 125 ml portions of ethyl acetate and the extracts were combined, dried over anhydrous so...